This data is from the Open Reaction Database (ORD), a public repository of structured organic reaction records. The task is: describe an organic reaction: reactants, conditions, products, and yield Reactants: ClC1=CC=C(C=C1)Br (p-chlorobromobenzene), solution, C(CCC)[Li] (butyl lithium), CCOCC (ether), water ice, Cl (hydrochloric acid), C(#N)C=1C(=C(C(=O)O)C=CC1)C (3-cyano-2-methylbenzoic acid), [Li] (lithium). The solvent is CCCCCC (hexane), O1CCCC1 (tetrahydrofuran). Run at temperature -20 celsius, time 2 hour. Product: ClC1=CC=C(C(=O)C=2C(=C(C(=O)O)C=CC2)C)C=C1 (3-p-chlorobenzoyl-2-methyl-benzoic acid). As a reaction SMILES: [Cl:1][C:2]1[CH:7]=[CH:6][C:5](Br)=[CH:4][CH:3]=1.C([Li])CCC.[C:14]([C:16]1[C:17]([CH3:25])=[C:18]([CH:22]=[CH:23][CH:24]=1)[C:19]([OH:21])=[O:20])#N.[Li].Cl.CC[O:30]CC>CCCCCC.O1CCCC1>[Cl:1][C:2]1[CH:7]=[CH:6][C:5]([C:14]([C:16]2[C:17]([CH3:25])=[C:18]([CH:22]=[CH:23][CH:24]=2)[C:19]([OH:21])=[O:20])=[O:30])=[CH:4][CH:3]=1 |^1:25|. Procedure: A solution of 68 g of p-chlorobromobenzene in 150 cc of ether was added under an inert atmosphere to 250 cc of a solution of 1.4 N butyl lithium in hexane cooled to -20° C. and after stirring for 2 hours, the temperature was allowed to rise to room temperature. A solution of 28.6 g of 3-cyano-2-methylbenzoic acid in 300 cc of tetrahydrofuran was added to the solution of the lithium compound cooled to -60° C. and then the temperature was allowed to return to room temperature and remain there over... Starting materials: C(C)OC(NN=CC=1N=C(NC1)C)=O (3-(2-methyl-4-imidazolylmethylene)carbazic acid ethyl ester), C1(=CC=CC=C1)OC1=CC=CC=C1 (diphenyl ether). Yields the product CC1=NC=C2N1C(NN=C2)=O (6-Methyl-imidazo[1,5-d]-as-triazin-4(3H)-one). As a reaction SMILES: C([O:3][C:4](=O)[NH:5][N:6]=[CH:7][C:8]1[N:9]=[C:10]([CH3:13])[NH:11][CH:12]=1)C.C1(OC2C=CC=CC=2)C=CC=CC=1>>[CH3:13][C:10]1[N:9]2[C:4](=[O:3])[NH:5][N:6]=[CH:7][C:8]2=[CH:12][N:11]=1. Procedure: A 27.2 gm. portion of 3-(2-methyl-4-imidazolylmethylene)carbazic acid ethyl ester in 200 ml. of diphenyl ether is reacted as described in Example 70 giving the desired product m.p. 303°-305.5° C. The reactants are [N+](=[N-])=C (diazomethane), crude product, CCOCC (ether), C(C)OC(CCCCC1C2CC(CC2CC1)=O)CC (2-(5-ethoxyhept-1-yl)bicyclo[3.3.0]octan-7-one), COC(CCCCC1C2CC(CC2CC1)=O)CC (hexahydro-4-(5-methoxyheptyl)-2(1H)-pentalenone). The reagents and catalysts are [Zn] (zinc). Solvent: C(C)(=O)O (acetic acid), C(C)(=O)O (acetic acid). Reaction conditions: temperature 70 celsius. The product is C(C)OC(CCCCC1C2CC(CC2CC1)=O)CC.C(C)OC(CCCCC1C2CC(CC2CC1)=O)CC (2-(5-ethoxyhept-1-yl)bicyclo[3.3.0]octan-7-one 4-(5-ethoxyheptyl)hexahydro-2(1H)-pentalenone), oil. As a reaction SMILES: [N+](=C)=[N-].CCOCC.[CH2:9]([O:11][CH:12]([CH2:26][CH3:27])[CH2:13][CH2:14][CH2:15][CH2:16][CH:17]1[CH2:24][CH2:23][CH:22]2[CH:18]1[CH2:19][C:20](=[O:25])[CH2:21]2)[CH3:10].COC(CC)CCCCC1CCC2C1CC(=O)C2>C(O)(=O)C.[Zn]>[CH2:9]([O:11][CH:12]([CH2:26][CH3:27])[CH2:13][CH2:14][CH2:15][CH2:16][CH:17]1[CH2:24][CH2:23][CH:22]2[CH:18]1[CH2:19][C:20](=[O:25])[CH2:21]2)[CH3:10].[CH2:9]([O:11][CH:12]([CH2:26][CH3:27])[CH2:13][CH2:14][CH2:15][CH2:16][CH:17]1[CH2:24][CH2:23][CH:22]2[CH:18]1[CH2:19][C:20](=[O:25])[CH2:21]2)[CH3:10] |f:6.7|. Procedure details: After 50 minutes the excess diazomethane is neutralized with the addition of acetic acid (10 ml). The solvent is removed under vacuum leaving a clear yellow liquid. The crude product is then diluted with acetic acid (240 ml) and stirred while zinc powder (72 g, 1.10 moles) is slowly added. The reaction is heated in a 70° C. water bath for 1 hour, after which time ether (500 ml) is added and the solution filtered. The ether layer is washed with brine (100 ml) and then with a solution of saturated... Starting materials: C(=O)([O-])[O-].[Na+].[Na+] (Na2CO3), C(C)(C)(C)OC(=O)N1[C@@H]2CC3=C([C@](CC1)([C@@H]2C)C)C=C(C=C3)B3OC(C(O3)(C)C)(C)C ((2R,6R,11S)-6,11-dimethyl-8-(4,4,5,5-tetramethyl-[1,3,2]dioxaborolan-2-yl)-1,2,5,6-tetrahydro-4H-2,6-methano-benzo[d]azocine-3-carboxylic acid tert-butyl ester), ClC=1N=NC(=CC1)C (3-chloro-6-methyl-pyridazine). Solvent: CN(C=O)C (dimethylformamide). Reaction conditions: temperature 100 celsius, time 8 hour. Yields the product C[C@@]12C3=C(C[C@@H](NCC1)[C@H]2C)C=CC(=C3)C=3N=NC(=CC3)C ((2R,6R,11S)-6,11-Dimethyl-8-(6-methyl-pyridazin-3-yl)-1,2,3,4,5,6-hexahydro-2,6-methano-benzo[d]azocine). Reaction SMILES: C([O-])([O-])=O.[Na+].[Na+].C(OC([N:14]1[CH2:21][CH2:20][C@:19]2([CH3:24])[C@H:22]([CH3:23])[C@H:15]1[CH2:16][C:17]1[CH:28]=[CH:27][C:26](B3OC(C)(C)C(C)(C)O3)=[CH:25][C:18]=12)=O)(C)(C)C.Cl[C:39]1[N:40]=[N:41][C:42]([CH3:45])=[CH:43][CH:44]=1>CN(C)C=O>[CH3:24][C@:19]12[C@H:22]([CH3:23])[C@H:15]([NH:14][CH2:21][CH2:20]1)[CH2:16][C:17]1[CH:28]=[CH:27][C:26]([C:39]3[N:40]=[N:41][C:42]([CH3:45])=[CH:43][CH:44]=3)=[CH:25][C:18]2=1 |f:0.1.2|. Reported procedure: 2 M Aqueous Na2CO3 solution (1.13 mL) is added to a mixture of (2R,6R,11S)-6,11-dimethyl-8-(4,4,5,5-tetramethyl-[1,3,2]dioxaborolan-2-yl)-1,2,5,6-tetrahydro-4H-2,6-methano-benzo[d]azocine-3-carboxylic acid tert-butyl ester (483 mg) and 3-chloro-6-methyl-pyridazine (218 mg) in dimethylformamide (2 mL). The resulting mixture is flushed with argon and then 1,1′-bis(diphenylphosphino)ferrocene-palladium dichloride dichloromethane complex (73 mg) is added. The mixture is heated to 100° C. and stirred... Starting materials: CO (methanol), [N+](=O)([O-])C=1C=C(C(C=O)=CC1)O (4-nitrosalicylaldehyde), C(CN)N (ethylenediamine). Run in C(C)O (ethanol). Conditions: temperature 70 celsius. Product: [N+](=O)([O-])C=1C=C(C(C=NCCN=CC=2C(O)=CC(=CC2)[N+](=O)[O-])=CC1)O (N,N′-Bis(4-nitrosalicylidene)-1,2-ethylenediamine). As a reaction SMILES: [CH3:1][OH:2].[N+:3]([C:6]1[CH:7]=[C:8]([OH:14])[C:9](=[CH:12][CH:13]=1)[CH:10]=O)([O-:5])=[O:4].[CH2:15]([NH2:18])[CH2:16][NH2:17]>C(O)C>[N+:3]([C:6]1[CH:7]=[C:8]([OH:14])[C:9](=[CH:12][CH:13]=1)[CH:10]=[N:17][CH2:16][CH2:15][N:18]=[CH:8][C:9]1[C:1](=[CH:7][C:6]([N+:3]([O-:5])=[O:4])=[CH:13][CH:12]=1)[OH:2])([O-:5])=[O:4]. Procedure: 4 ml of methanol are added to a solution of 500 mg (2.99 mmol) of 4-nitrosalicylaldehyde (for preparation see Beilstein E IV, Vol. 8, 232) in 2 ml of ethanol. 95.2 mg (106 μl, 1.58 mmol) of ethylenediamine are added dropwise to the resulting yellow suspension. The reaction suspension is heated for 4 hours at 70° C. After cooling to room temperature, the precipitate formed is filtered off, washed with 2 ml of ethanol and dried to constant weight under a high vacuum at 30° C. Starting materials: O=C(O)c1ccc(Br)o1, C1COCCO1, COc1c(B2OC(C)(C)C(C)(C)O2)cc(C)cc1[N+](=O)[O-], [Na+], [Na+], O=C([O-])[O-], O, c1ccc(P(c2ccccc2)(c2ccccc2)[Pd](P(c2ccccc2)(c2ccccc2)c2ccccc2)(P(c2ccccc2)(c2ccccc2)c2ccccc2)P(c2ccccc2)(c2ccccc2)c2ccccc2)cc1. Product: COc1c(-c2ccc(C(=O)O)o2)cc(C)cc1[N+](=O)[O-]. As a reaction SMILES: [Br:28][c:29]1[cH:30][cH:31][c:32]([C:34](=[O:35])[OH:36])[o:33]1.[CH2:1]1[O:2][CH2:3][CH2:4][O:5][CH2:6]1.[CH3:7][O:8][c:9]1[c:10]([B:19]2[O:20][C:21]([CH3:22])([CH3:23])[C:24]([CH3:25])([CH3:26])[O:27]2)[cH:11][c:12]([CH3:18])[cH:13][c:14]1[N+:15](=[O:16])[O-:17].[Na+:37].[Na+:38].[O-:39][C:40](=[O:41])[O-:42].[OH2:120].[cH:43]1[cH:44][cH:45][c:46]([P:47]([Pd:48]([P:49]([c:50]2[cH:51][cH:52][cH:53][cH:54][cH:55]2)([c:56]2[cH:57][cH:58][cH:59][cH:60][cH:61]2)[c:62]2[cH:63][cH:64][cH:65][cH:66][cH:67]2)([P:68]([c:69]2[cH:70][cH:71][cH:72][cH:73][cH:74]2)([c:75]2[cH:76][cH:77][cH:78][cH:79][cH:80]2)[c:81]2[cH:82][cH:83][cH:84][cH:85][cH:86]2)[P:87]([c:88]2[cH:89][cH:90][cH:91][cH:92][cH:93]2)([c:94]2[cH:95][cH:96][cH:97][cH:98][cH:99]2)[c:100]2[cH:101][cH:102][cH:103][cH:104][cH:105]2)([c:106]2[cH:107][cH:108][cH:109][cH:110][cH:111]2)[c:112]2[cH:113][cH:114][cH:115][cH:116][cH:117]2)[cH:118][cH:119]1>>[CH3:7][O:8][c:9]1[c:10](-[c:29]2[cH:30][cH:31][c:32]([C:34](=[O:35])[OH:36])[o:33]2)[cH:11][c:12]([CH3:18])[cH:13][c:14]1[N+:15](=[O:16])[O-:17]. Reactants: CC12CCCCC2O1 (1-methyl-7-oxabicyclo[4.1.0]heptane), CC12CCCCC2O1 (1-methyl-7-oxabicyclo[4.1.0]heptane), [OH-].[NH4+] (ammonium hydroxide). Run in O (water), O (water). Reaction conditions: temperature 50 celsius. The product is NC1C(CCCC1)(O)C (2-amino-1-methylcyclohexanol). RXN SMILES: [CH3:1][C:2]12[O:8][CH:7]1[CH2:6][CH2:5][CH2:4][CH2:3]2.[OH-].[NH4+:10]>O>[NH2:10][CH:7]1[CH2:6][CH2:5][CH2:4][CH2:3][C:2]1([CH3:1])[OH:8] |f:1.2|. Procedure: To a solution of 1-methyl-7-oxabicyclo[4.1.0]heptane, 30a, (1.0 g, 7.1 mmol) in water was added ammonium hydroxide (6.0 mL, 154.1 mmol). The mixture was heated to 50° C. for 48 hours. The mixture was diluted with water, extracted with EtOAc and then twice with 20% MeOH/CHCl3. The organic phases were dried (MgSO4), filtered and concentrated in vacuo to provide the desired product, 30b, as an amorphous white solid.